Dataset: the Open Reaction Database (ORD), a public repository of structured organic reaction records. Task: describe an organic reaction: reactants, conditions, products, and yield The reactants are ClC1=NC2=CC(=CC=C2N=C1)OC (2-chloro-7-methoxy-quinoxaline), O=C1CSC2=C(N1)C=C(C=C2)C(=O)O (3-oxo-3,4-dihydro-2H-benzo[1,4]thiazine-6-carboxylic acid), BrCC(C(F)(F)F)O (3-bromo-1,1,1-trifluoro-2-propanol), C(C)(C)(C)OC(NC1CCNCC1)=O (piperidin-4-yl-carbamic acid tert-butyl ester). Product: FC(C(CN1CCC(CC1)NC(=O)C=1C=CC2=C(NC(CS2)=O)C1)OC1=NC2=CC(=CC=C2N=C1)OC)(F)F (3-oxo-3,4-dihydro-2H-benzo[1,4]thiazine-6-carboxylic acid {1-[3,3,3-trifluoro-2-(7-methoxy-quinoxalin-2-yloxy)-propyl]-piperidin-4-yl}-amide). As a reaction SMILES: Cl[C:2]1[CH:11]=[N:10][C:9]2[C:4](=[CH:5][C:6]([O:12][CH3:13])=[CH:7][CH:8]=2)[N:3]=1.Br[CH2:15][CH:16]([OH:21])[C:17]([F:20])([F:19])[F:18].C(O[C:27](=[O:35])[NH:28][CH:29]1[CH2:34][CH2:33][NH:32][CH2:31][CH2:30]1)(C)(C)C.[O:36]=[C:37]1[NH:42][C:41]2[CH:43]=[C:44](C(O)=O)[CH:45]=[CH:46][C:40]=2[S:39][CH2:38]1>>[F:18][C:17]([F:20])([F:19])[CH:16]([O:21][C:2]1[CH:11]=[N:10][C:9]2[C:4](=[CH:5][C:6]([O:12][CH3:13])=[CH:7][CH:8]=2)[N:3]=1)[CH2:15][N:32]1[CH2:31][CH2:30][CH:29]([NH:28][C:27]([C:44]2[CH:45]=[CH:46][C:40]3[S:39][CH2:38][C:37](=[O:36])[NH:42][C:41]=3[CH:43]=2)=[O:35])[CH2:34][CH2:33]1. Procedure: The title compound is prepared as an off-white lyophilizated powder following Scheme 1 and in analogy to Example 1 using 2-chloro-7-methoxy-quinoxaline, 3-bromo-1,1,1-trifluoro-2-propanol, piperidin-4-yl-carbamic acid tert-butyl ester and 3-oxo-3,4-dihydro-2H-benzo[1,4]thiazine-6-carboxylic acid as starting materials. The reactants are C(C)(C)(C)OC(=O)N(CCC1=NC(=NN1)C1=CC=CC=C1)C(=O)OC(C)(C)C (5-[2-Bis(tert-butoxycarbonyl)aminoethyl]-3-phenyl-[1,2,4]triazole), BrCC1CC1 ((bromomethyl)cyclopropane), oil. Yields the product C1(CC1)CN1N=C(N=C1CCNC(OC(C)(C)C)=O)C1=CC=CC=C1 (tert-Butyl 2-(1-(cyclopropylmethyl)-3-phenyl-1H-1,2,4-triazol-5-yl)ethylcarbamate). As a reaction SMILES: C(OC([N:8]([C:22]([O:24][C:25]([CH3:28])([CH3:27])[CH3:26])=[O:23])[CH2:9][CH2:10][C:11]1[NH:15][N:14]=[C:13]([C:16]2[CH:21]=[CH:20][CH:19]=[CH:18][CH:17]=2)[N:12]=1)=O)(C)(C)C.Br[CH2:30][CH:31]1[CH2:33][CH2:32]1>>[CH:31]1([CH2:30][N:15]2[C:11]([CH2:10][CH2:9][NH:8][C:22](=[O:23])[O:24][C:25]([CH3:26])([CH3:27])[CH3:28])=[N:12][C:13]([C:16]3[CH:17]=[CH:18][CH:19]=[CH:20][CH:21]=3)=[N:14]2)[CH2:33][CH2:32]1. Procedure: The product was obtained starting from 5-[2-bis(tert-butoxycarbonyl)aminoethyl]-3-phenyl-[1,2,4]triazole (250 mg, 644 μmol, example 22, step 1) and (bromomethyl)cyclopropane (104 mg, 73.9 μL, 772 μmol) according to the method described in example 34, step 1 as colorless oil (69 mg, 201 μmol, 31.3%). Reactants: Cl.NC1=C(C=CC=C1)B(O)O (2-Aminophenylboronic acid hydrochloride), P(=O)([O-])([O-])[O-].[K+].[K+].[K+] (potassium phosphate), bis[(2-diphenylphosphino)phenyl]ether, BrC=1C(=NN(C1CCCCCl)C)C#N (4-bromo-5-(4-chlorobutyl)-1-methyl-1H-pyrazole-3-carbonitrile). The reagents and catalysts are C1=CC=C(C=C1)/C=C/C(=O)/C=C/C2=CC=CC=C2.C1=CC=C(C=C1)/C=C/C(=O)/C=C/C2=CC=CC=C2.C1=CC=C(C=C1)/C=C/C(=O)/C=C/C2=CC=CC=C2.C(Cl)(Cl)Cl.[Pd].[Pd] (tris(dibenzylideneacetone)dipalladium(0) chloroform adduct). Run in C1(=CC=CC=C1)C (toluene). Conditions: temperature 110 celsius. Product: ClCCCCC=1N(N=C2C(=NC=3C=CC=CC3C21)N)C (1-(4-chlorobutyl)-2-methyl-2H-pyrazolo[3,4-c]quinolin-4-amine). Isolated yield 13.1%. As a reaction SMILES: Cl.[NH2:2][C:3]1[CH:8]=[CH:7][CH:6]=[CH:5][C:4]=1B(O)O.P([O-])([O-])([O-])=O.[K+].[K+].[K+].Br[C:21]1[C:22]([C:32]#[N:33])=[N:23][N:24]([CH3:31])[C:25]=1[CH2:26][CH2:27][CH2:28][CH2:29][Cl:30]>C1(C)C=CC=CC=1.C1C=CC(/C=C/C(/C=C/C2C=CC=CC=2)=O)=CC=1.C1C=CC(/C=C/C(/C=C/C2C=CC=CC=2)=O)=CC=1.C1C=CC(/C=C/C(/C=C/C2C=CC=CC=2)=O)=CC=1.C(Cl)(Cl)Cl.[Pd].[Pd]>[Cl:30][CH2:29][CH2:28][CH2:27][CH2:26][C:25]1[N:24]([CH3:31])[N:23]=[C:22]2[C:21]=1[C:4]1[CH:5]=[CH:6][CH:7]=[CH:8][C:3]=1[N:2]=[C:32]2[NH2:33] |f:0.1,2.3.4.5,8.9.10.11.12.13|. Procedure details: 2-Aminophenylboronic acid hydrochloride (9.20 g, 53.0 mmol), potassium phosphate (28.0 g, 133 mmol), tris(dibenzylideneacetone)dipalladium(0) chloroform adduct (685 mg, 0.662 mmol), and bis[(2-diphenylphosphino)phenyl]ether (428 mg, 0.795 mmol) were added to a mixture of 4-bromo-5-(4-chlorobutyl)-1-methyl-1H-pyrazole-3-carbonitrile (7.30 g, 26.5 mmol) and powdered molecular sieves (1 g) in toluene (165 mL). Nitrogen was bubbled through the reaction mixture, and then the reaction was heated at 11... The reactants are [H-], CCI, [Na+], CN(C)C=O, c1ccc2c(-c3ncc[nH]3)cccc2c1. Product: CCn1ccnc1-c1cccc2ccccc12. RXN SMILES: [H-:1].[I:18][CH2:19][CH3:20].[Na+:2].[O:21]=[CH:22][N:23]([CH3:24])[CH3:25].[c:3]1(-[c:13]2[nH:14][cH:15][cH:16][n:17]2)[cH:4][cH:5][cH:6][c:7]2[cH:8][cH:9][cH:10][cH:11][c:12]12>>[c:3]1(-[c:13]2[n:14][cH:15][cH:16][n:17]2[CH2:19][CH3:20])[cH:4][cH:5][cH:6][c:7]2[cH:8][cH:9][cH:10][cH:11][c:12]12.